Dataset: the Open Reaction Database (ORD), a public repository of structured organic reaction records. Task: describe an organic reaction: reactants, conditions, products, and yield Starting materials: NC1=CC=C(C=N1)CN1CC(N(CC1)C)=O (4-(6-amino-pyridin-3-ylmethyl)-1-methyl-piperazin-2-one), CN(C(=O)C1=CC2=C(N=C(N=C2)Cl)N1C1CCCC1)C (2-chloro-7-cyclopentyl-7H-pyrrolo[2,3-d]pyrimidine-6-carboxylic acid dimethylamide). Product: CN(C(=O)C1=CC2=C(N=C(N=C2)NC2=NC=C(C=C2)CN2CC(N(CC2)C)=O)N1C1CCCC1)C (7-cyclopentyl-2-[5-(4-methyl-3-oxo-piperazin-1-ylmethyl)-pyridin-2-ylamino]-7H-pyrrolo[2,3-d]pyrimidine-6-carboxylic acid dimethylamide). Isolated yield 20.4%. Reaction SMILES: [NH2:1][C:2]1[N:7]=[CH:6][C:5]([CH2:8][N:9]2[CH2:14][CH2:13][N:12]([CH3:15])[C:11](=[O:16])[CH2:10]2)=[CH:4][CH:3]=1.[CH3:17][N:18]([CH3:36])[C:19]([C:21]1[N:30]([CH:31]2[CH2:35][CH2:34][CH2:33][CH2:32]2)[C:24]2[N:25]=[C:26](Cl)[N:27]=[CH:28][C:23]=2[CH:22]=1)=[O:20]>>[CH3:17][N:18]([CH3:36])[C:19]([C:21]1[N:30]([CH:31]2[CH2:35][CH2:34][CH2:33][CH2:32]2)[C:24]2[N:25]=[C:26]([NH:1][C:2]3[CH:3]=[CH:4][C:5]([CH2:8][N:9]4[CH2:14][CH2:13][N:12]([CH3:15])[C:11](=[O:16])[CH2:10]4)=[CH:6][N:7]=3)[N:27]=[CH:28][C:23]=2[CH:22]=1)=[O:20]. Procedure: Following Buchwald method B, 4-(6-amino-pyridin-3-ylmethyl)-1-methyl-piperazin-2-one (30 mg, 0.136 mmol) and 2-chloro-7-cyclopentyl-7H-pyrrolo[2,3-d]pyrimidine-6-carboxylic acid dimethylamide (33 mg, 0.113 mmol) give 7-cyclopentyl-2-[5-(4-methyl-3-oxo-piperazin-1-ylmethyl)-pyridin-2-ylamino]-7H-pyrrolo[2,3-d]pyrimidine-6-carboxylic acid dimethylamide (11 mg, 21%) [following SiO2 chromatography eluting with 1-10% (2M NH3 in MeOH)/DCM] Reactants: N(=O)[O-].[Na+] (Sodium nitrite), [OH-].[Na+] (NaOH), OC1=C(C=C(C=C1CO)C)CO ((2-hydroxy-5-methyl-1,3-phenylene)dimethanol), COC1=CC=C(C=C1)N (p-anisidine), Cl (HCl), OC1=C(C=C(C=C1CO)C)CO ((2-hydroxy-5-methyl-1,3-phenylene)dimethanol), Cl (HCl), [OH-].[Na+] (NaOH), diazonium. Reagents/catalysts: S(N)(O)(=O)=O (sulfamic acid). Run in O (water), C(C)O (ethanol), O (water), O (water), O (water). Conditions: temperature 0 celsius, time 1 hour. Product: OCC1=C(C(=CC(=C1)C)N=NC1=CC=C(C=C1)OC)O (2-(hydroxymethyl)-6-((4-methoxyphenyl)-diazenyl)-4-methylphenol). Yield: 81.0%. Reaction SMILES: [CH3:1][O:2][C:3]1[CH:8]=[CH:7][C:6]([NH2:9])=[CH:5][CH:4]=1.Cl.[N:11]([O-])=O.[Na+].[OH-].[Na+].[OH:17][C:18]1[C:23](CO)=[CH:22][C:21]([CH3:26])=[CH:20][C:19]=1[CH2:27][OH:28]>O.S(=O)(=O)(O)N.C(O)C>[OH:28][CH2:27][C:19]1[CH:20]=[C:21]([CH3:26])[CH:22]=[C:23]([N:11]=[N:9][C:6]2[CH:7]=[CH:8][C:3]([O:2][CH3:1])=[CH:4][CH:5]=2)[C:18]=1[OH:17] |f:2.3,4.5|. Reported procedure: In a 250 ml round bottom flask equipped with a magnetic stirrer was added 8.91 g (72.4 mmol) p-anisidine (Aldrich), 30 ml conc. HCl(aq) (J. T. Baker), 150 ml absolute ethanol and 150 ml deionized water. Sodium nitrite (5.36 g, 77.6 mmol) in 30 ml water was added dropwise over 30 minutes while keeping the reaction mixture at −10° C. The reaction mixture was stirred for an additional 1 hour. 300 mg sulfamic acid was added and then stirred for an additional 20 minutes. The solids were filtered out ...